This data is from the Open Reaction Database (ORD), a public repository of structured organic reaction records. The task is: describe an organic reaction: reactants, conditions, products, and yield Reactants: F[C@H]1CO[C@@H](CC[C@H]1NC(OC(C)(C)C)=O)C1=C(C=NN1C)[N+](=O)[O-] (tert-butyl ((3R,4R,7S)-3-fluoro-7-(1-methyl-4-nitro-1H-pyrazol-5-yl)oxepan-4-yl)carbamate), F[C@H]1CO[C@@H](CC[C@H]1NC(OC(C)(C)C)=O)C1=C(C=NN1C)[N+](=O)[O-] (tert-butyl ((3R,4R,7S)-3-fluoro-7-(1-methyl-4-nitro-1H-pyrazol-5-yl)oxepan-4-yl)carbamate), FC1=C(C(=CC=C1)F)C=1SC=C(N1)C(=O)O (2-(2,6-difluorophenyl)thiazole-4-carboxylic acid). The product is N[C@@H]1CC[C@H](OC[C@@H]1F)C1=C(C=NN1C)NC(=O)C=1N=C(SC1)C1=C(C=CC=C1F)F (N-(5-((2S,5R,6R)-5-amino-6-fluorooxepan-2-yl)-1-methyl-1H-pyrazol-4-yl)-2-(2,6-difluorophenyl)thiazole-4-carboxamide). As a reaction SMILES: [F:1][C@@H:2]1[C@H:8]([NH:9]C(=O)OC(C)(C)C)[CH2:7][CH2:6][C@@H:5]([C:17]2[N:21]([CH3:22])[N:20]=[CH:19][C:18]=2[N+:23]([O-])=O)[O:4][CH2:3]1.[F:26][C:27]1[CH:32]=[CH:31][CH:30]=[C:29]([F:33])[C:28]=1[C:34]1[S:35][CH:36]=[C:37]([C:39](O)=[O:40])[N:38]=1>>[NH2:9][C@H:8]1[C@@H:2]([F:1])[CH2:3][O:4][C@H:5]([C:17]2[N:21]([CH3:22])[N:20]=[CH:19][C:18]=2[NH:23][C:39]([C:37]2[N:38]=[C:34]([C:28]3[C:27]([F:26])=[CH:32][CH:31]=[CH:30][C:29]=3[F:33])[S:35][CH:36]=2)=[O:40])[CH2:6][CH2:7]1. Procedure: Following the procedure for Example 111 starting from tert-butyl ((3R,4R,7S)-3-fluoro-7-(1-methyl-4-nitro-1H-pyrazol-5-yl)oxepan-4-yl)carbamate (Intermediate 24), and replacing 5-((tert-butoxycarbonyl)amino)-2-(2,6-difluorophenyl)thiazole-4-carboxylic acid with 2-(2,6-difluorophenyl)thiazole-4-carboxylic acid (see US2012/225061) gave 319. 1H NMR (400 MHz, DMSO-d6) δ 10.02 (s, 1H), 8.63 (s, 1H), 7.86 (s, 1H), 7.74-7.59 (m, 1H), 7.38 (t, J=8.9 Hz, 2H), 5.03-4.81 (m, 2H), 4.19-3.88 (m, 2H), 3.75 (s... Reactants: COCCCBr, O=C([O-])[O-], CS(C)=O, [Cs+], [Cs+], Cc1ccc(O)cc1Cn1ccc(NC(=O)c2c(F)cccc2F)n1. The product is COCCCOc1ccc(C)c(Cn2ccc(NC(=O)c3c(F)cccc3F)n2)c1. RXN SMILES: [Br:32][CH2:33][CH2:34][CH2:35][O:36][CH3:37].[C:26](=[O:27])([O-:28])[O-:29].[CH3:38][S:39]([CH3:40])=[O:41].[Cs+:30].[Cs+:31].[F:1][c:2]1[c:3]([C:4](=[O:5])[NH:6][c:7]2[n:8][n:9]([CH2:12][c:13]3[c:14]([CH3:20])[cH:15][cH:16][c:17]([OH:19])[cH:18]3)[cH:10][cH:11]2)[c:21]([F:25])[cH:22][cH:23][cH:24]1>>[F:1][c:2]1[c:3]([C:4](=[O:5])[NH:6][c:7]2[n:8][n:9]([CH2:12][c:13]3[c:14]([CH3:20])[cH:15][cH:16][c:17]([O:19][CH2:33][CH2:34][CH2:35][O:36][CH3:37])[cH:18]3)[cH:10][cH:11]2)[c:21]([F:25])[cH:22][cH:23][cH:24]1. Reactants: CCOC=Cc1cnc(C(F)(F)F)c(Br)c1, CC(=O)O[BH-](OC(C)=O)OC(C)=O, CC(=O)O, CNC, ClCCl, Cl, [Na+], O. Yields the product CN(C)CCc1cnc(C(F)(F)F)c(Br)c1. RXN SMILES: [Br:1][c:2]1[c:3]([C:13]([F:14])([F:15])[F:16])[n:4][cH:5][c:6]([CH:8]=[CH:9][O:10][CH2:11][CH3:12])[cH:7]1.[C:22]([O:23][BH-:24]([O:25][C:26](=[O:27])[CH3:28])[O:29][C:30](=[O:31])[CH3:32])(=[O:33])[CH3:34].[C:36]([OH:37])(=[O:38])[CH3:39].[CH3:19][NH:20][CH3:21].[Cl:40][CH2:41][Cl:42].[ClH:18].[Na+:35].[OH2:17]>>[Br:1][c:2]1[c:3]([C:13]([F:14])([F:15])[F:16])[n:4][cH:5][c:6]([CH2:8][CH2:9][N:20]([CH3:19])[CH3:21])[cH:7]1. Product: C=CCOC(=O)N1CCC(C(C)(C)C)C1CO[SiH](C)C. Reaction SMILES: [CH2:1]([c:2]1[cH:3][cH:4][cH:5][cH:6][cH:7]1)[N:8]1[CH:9]([CH2:17][O:18][SiH:19]([CH3:20])[CH3:21])[CH:10]([C:13]([CH3:14])([CH3:15])[CH3:16])[CH2:11][CH2:12]1.[CH3:29][c:30]1[cH:31][cH:32][cH:33][cH:34][cH:35]1.[Cl:22][C:23](=[O:24])[O:25][CH2:26][CH:27]=[CH2:28]>>[N:8]1([C:23](=[O:24])[O:25][CH2:26][CH:27]=[CH2:28])[CH:9]([CH2:17][O:18][SiH:19]([CH3:20])[CH3:21])[CH:10]([C:13]([CH3:14])([CH3:15])[CH3:16])[CH2:11][CH2:12]1. Starting materials: C[SiH](C)OCC1C(C(C)(C)C)CCN1Cc1ccccc1, Cc1ccccc1, C=CCOC(=O)Cl. Starting materials: SC=1C=C2CCC(NC2=CC1)=O (6-mercapto-1,2,3,4-tetrahydroquinolin-2-one), O[C@]1(C[C@@H](OCC1)C)C1=CC(=CC=C1)I ((2S,4R)-4-hydroxy-4-(3-iodophenyl)-2-methyltetrahydropyran). The product is O[C@]1(C[C@@H](OCC1)C)C1=CC(=CC=C1)SC=1C=C2CCC(NC2=CC1)=O ((2S,4R)-4-hydroxy-2-methyl-4-[3-(2-oxo-1,2,3,4-tetrahydroquinolin-6-ylthio)phenyl]tetrahydropyran). Isolated yield 25.0%. RXN SMILES: [SH:1][C:2]1[CH:3]=[C:4]2[C:9](=[CH:10][CH:11]=1)[NH:8][C:7](=[O:12])[CH2:6][CH2:5]2.[OH:13][C@:14]1([C:21]2[CH:26]=[CH:25][CH:24]=[C:23](I)[CH:22]=2)[CH2:19][CH2:18][O:17][C@@H:16]([CH3:20])[CH2:15]1>>[OH:13][C@:14]1([C:21]2[CH:26]=[CH:25][CH:24]=[C:23]([S:1][C:2]3[CH:3]=[C:4]4[C:9](=[CH:10][CH:11]=3)[NH:8][C:7](=[O:12])[CH2:6][CH2:5]4)[CH:22]=2)[CH2:19][CH2:18][O:17][C@@H:16]([CH3:20])[CH2:15]1. Procedure: Using an analogous procedure to that described in Example 6, 6-mercapto-1,2,3,4-tetrahydroquinolin-2-one was reacted with (2S,4R)-4-hydroxy-4-(3-iodophenyl)-2-methyltetrahydropyran to give (2S,4R)-4-hydroxy-2-methyl-4-[3-(2-oxo-1,2,3,4-tetrahydroquinolin-6-ylthio)phenyl]tetrahydropyran in 25% yield, m.p. 180°-181° C. (recrystallised from ethyl acetate); The reactants are [K].OC1=C(C(=O)OC)C=C(C=C1)C=CC1=CC=C(C=C1)S(=O)(=O)O (Methyl 2-hydroxy-5-[2-(4-sulfophenyl)ethenyl]benzoate potassium salt), C(C)(=O)O (acetic acid), C(C)(=O)OC(C)=O (acetic anhydride), C(C)(=O)OC(C)=O (acetic anhydride), S(O)(O)(=O)=O (sulfuric acid). The solvent is C(C)OCC (diethyl ether). Run at time 1.5 hour. Yields the product [K].C(C)(=O)OC1=C(C(=O)OC)C=C(C=C1)C=CC1=CC=C(C=C1)S(=O)(=O)O (Methyl 2-acetyloxy-5-[2- (4-sulfophenyl)ethenyl]benzoate potassium salt). As a reaction SMILES: [K:1].[OH:2][C:3]1[CH:12]=[CH:11][C:10]([CH:13]=[CH:14][C:15]2[CH:20]=[CH:19][C:18]([S:21]([OH:24])(=[O:23])=[O:22])=[CH:17][CH:16]=2)=[CH:9][C:4]=1[C:5]([O:7][CH3:8])=[O:6].[C:25](O)(=[O:27])[CH3:26].C(OC(=O)C)(=O)C.S(=O)(=O)(O)O>C(OCC)C>[K:1].[C:25]([O:2][C:3]1[CH:12]=[CH:11][C:10]([CH:13]=[CH:14][C:15]2[CH:20]=[CH:19][C:18]([S:21]([OH:24])(=[O:22])=[O:23])=[CH:17][CH:16]=2)=[CH:9][C:4]=1[C:5]([O:7][CH3:8])=[O:6])(=[O:27])[CH3:26] |f:0.1,6.7,^1:0,45|. Procedure details: Methyl 2-hydroxy-5-[2-(4-sulfophenyl)ethenyl]benzoate potassium salt (57.5 g, 0.15 mol), acetic acid (35 ml) and acetic anhydride (142 ml) were refluxed until the major part of the solids had dissolved, and then more acetic anhydride (142 ml) and sulfuric acid (1 ml) were added. After boiling for 1.5 h, the mixture was cooled to room temperature and diethyl ether was added to complete precipitation. After filtration and drying, the yield was 43.4 g (69%). Reactants: C1CCNCC1, CCO, O=C1Cc2c(cccc2-c2cccc(C(F)(F)F)c2)N1, Cc1cc(C(=O)NCCN2CCCC2)c(C=O)[nH]1. Yields the product Cc1cc(C(=O)NCCN2CCCC2)c(C=C2C(=O)Nc3cccc(-c4cccc(C(F)(F)F)c4)c32)[nH]1. As a reaction SMILES: [CH2:39]1[CH2:40][CH2:41][NH:42][CH2:43][CH2:44]1.[CH3:45][CH2:46][OH:47].[F:1][C:2]([c:3]1[cH:4][c:5](-[c:9]2[c:10]3[c:14]([cH:15][cH:16][cH:17]2)[NH:13][C:12](=[O:18])[CH2:11]3)[cH:6][cH:7][cH:8]1)([F:19])[F:20].[N:21]1([CH2:26][CH2:27][NH:28][C:29](=[O:30])[c:31]2[c:32]([CH:37]=[O:38])[nH:33][c:34]([CH3:36])[cH:35]2)[CH2:22][CH2:23][CH2:24][CH2:25]1>>[F:1][C:2]([c:3]1[cH:4][c:5](-[c:9]2[c:10]3[c:14]([cH:15][cH:16][cH:17]2)[NH:13][C:12](=[O:18])[C:11]3=[CH:37][c:32]2[c:31]([C:29]([NH:28][CH2:27][CH2:26][N:21]3[CH2:22][CH2:23][CH2:24][CH2:25]3)=[O:30])[cH:35][c:34]([CH3:36])[nH:33]2)[cH:6][cH:7][cH:8]1)([F:19])[F:20].